From a dataset of the Open Reaction Database (ORD), a public repository of structured organic reaction records. describe an organic reaction: reactants, conditions, products, and yield The reactants are Compound II, C(C1=CC=CC=C1)NC(NOCC(=O)O)=O (2-(3-benzylureidooxy)acetic acid), N[C@H](C(=O)N(CC=1C=CC=C2C=CC=NC12)[C@H](C(OCC)OCC)C)CC1=CC=C(C=C1)OC(C)(C)C ((S)-2-amino-3-(4-tert-butoxyphenyl)-N—((S)-1,1-diethoxypropan-2-yl)-N-(quinolin-8-ylmethyl)propanamide). The product is C(C1=CC=CC=C1)NC(=O)NOCC(=O)N[C@H](C(=O)N(CC=1C=CC=C2C=CC=NC12)[C@H](C(OCC)OCC)C)CC1=CC=C(C=C1)OC(C)(C)C (1-benzyl-3-(2-((S)-3-(4-tert-butoxyphenyl)-1-(((S)-1,1-diethoxypropan-2-yl)(quinolin-8-ylmethyl)amino)-1-oxopropan-2-ylamino)-2-oxoethoxy)urea). As a reaction SMILES: [CH2:1]([NH:8][C:9](=[O:16])[NH:10][O:11][CH2:12][C:13]([OH:15])=O)[C:2]1[CH:7]=[CH:6][CH:5]=[CH:4][CH:3]=1.[NH2:17][C@@H:18]([CH2:42][C:43]1[CH:48]=[CH:47][C:46]([O:49][C:50]([CH3:53])([CH3:52])[CH3:51])=[CH:45][CH:44]=1)[C:19]([N:21]([C@@H:33]([CH3:41])[CH:34]([O:38][CH2:39][CH3:40])[O:35][CH2:36][CH3:37])[CH2:22][C:23]1[CH:24]=[CH:25][CH:26]=[C:27]2[C:32]=1[N:31]=[CH:30][CH:29]=[CH:28]2)=[O:20]>>[CH2:1]([NH:8][C:9]([NH:10][O:11][CH2:12][C:13]([NH:17][C@@H:18]([CH2:42][C:43]1[CH:48]=[CH:47][C:46]([O:49][C:50]([CH3:53])([CH3:52])[CH3:51])=[CH:45][CH:44]=1)[C:19]([N:21]([C@@H:33]([CH3:41])[CH:34]([O:35][CH2:36][CH3:37])[O:38][CH2:39][CH3:40])[CH2:22][C:23]1[CH:24]=[CH:25][CH:26]=[C:27]2[C:32]=1[N:31]=[CH:30][CH:29]=[CH:28]2)=[O:20])=[O:15])=[O:16])[C:2]1[CH:3]=[CH:4][CH:5]=[CH:6][CH:7]=1. Reported procedure: According to the procedure described in the synthesis method of Compound II-15, 2-(3-benzylureidooxy)acetic acid (Compound VI-1) 66 mg (0.30 mmol) was coupled with (S)-2-amino-3-(4-tert-butoxyphenyl)-N—((S)-1,1-diethoxypropan-2-yl)-N-(quinolin-8-ylmethyl)propanamide (Compound IV-3) 100 mg (0.20 mmol) to obtain the title compound. Starting materials: ClC1=NC=CC(=N1)C=1C(=NN2C1C=CC=C2)C=2C=C(C=CC2)NC(C(F)(F)F)=O (N-{3-[3-(2-Chloro-4-pyrimidinyl)pyrazolo[1,5-a]pyridin-2-yl]phenyl}-2,2,2-trifluoroacetamide), ClCCOC=1C=C(N)C=CC1 (3-[(2-chloroethyl)oxy]aniline). Reagents/catalysts: Cl (HCl). Run in CC(C)O (i-PrOH). Reaction conditions: temperature 85 celsius. The product is ClCCOC=1C=C(C=CC1)NC1=NC=CC(=N1)C=1C(=NN2C1C=CC=C2)C=2C=C(C=CC2)NC(C(F)(F)F)=O (N-(3-{3-[2-({3-[(2-Chloroethyl)oxy]phenyl}amino)-4-pyrimidinyl]pyrazolo[1,5-a]pyridin-2-yl}phenyl)-2,2,2-trifluoroacetamide). The yield is 78.9%. RXN SMILES: Cl[C:2]1[N:7]=[C:6]([C:8]2[C:9]([C:17]3[CH:18]=[C:19]([NH:23][C:24](=[O:29])[C:25]([F:28])([F:27])[F:26])[CH:20]=[CH:21][CH:22]=3)=[N:10][N:11]3[CH:16]=[CH:15][CH:14]=[CH:13][C:12]=23)[CH:5]=[CH:4][N:3]=1.[Cl:30][CH2:31][CH2:32][O:33][C:34]1[CH:35]=[C:36]([CH:38]=[CH:39][CH:40]=1)[NH2:37]>CC(O)C.Cl>[Cl:30][CH2:31][CH2:32][O:33][C:34]1[CH:35]=[C:36]([NH:37][C:2]2[N:7]=[C:6]([C:8]3[C:9]([C:17]4[CH:18]=[C:19]([NH:23][C:24](=[O:29])[C:25]([F:26])([F:27])[F:28])[CH:20]=[CH:21][CH:22]=4)=[N:10][N:11]4[CH:16]=[CH:15][CH:14]=[CH:13][C:12]=34)[CH:5]=[CH:4][N:3]=2)[CH:38]=[CH:39][CH:40]=1. Reported procedure: N-{3-[3-(2-Chloro-4-pyrimidinyl)pyrazolo[1,5-a]pyridin-2-yl]phenyl}-2,2,2-trifluoroacetamide (1.0 g, 2.75 mmol) (see Example 1, Step C) was stirred in (20 mL) of i-PrOH and 3-[(2-chloroethyl)oxy]aniline (0.494 g, 2.89 mmol) was added along with 3 drops of conc. HCl and heated to 85° C. for 18 h. The mixture was filtered hot and washed with i-PrOH to yield the titled product as a yellow solid as the HCl salt (1.2 g, 74% yield). ES-LC/MS m/z 553 (M+H).